describe an organic reaction: reactants, conditions, products, and yield From a dataset of the Open Reaction Database (ORD), a public repository of structured organic reaction records. The reactants are Cc1n[nH]c(=O)c(-c2cc(F)ccc2F)c1-c1ccc(Cl)cc1, O=P(Cl)(Cl)Cl. Product: Cc1nnc(Cl)c(-c2cc(F)ccc2F)c1-c1ccc(Cl)cc1. RXN SMILES: [Cl:1][c:2]1[cH:3][cH:4][c:5](-[c:8]2[c:9](-[c:16]3[c:17]([F:23])[cH:18][cH:19][c:20]([F:22])[cH:21]3)[c:10](=[O:15])[nH:11][n:12][c:13]2[CH3:14])[cH:6][cH:7]1.[P:24]([Cl:25])([Cl:26])([Cl:27])=[O:28]>>[Cl:1][c:2]1[cH:3][cH:4][c:5](-[c:8]2[c:9](-[c:16]3[c:17]([F:23])[cH:18][cH:19][c:20]([F:22])[cH:21]3)[c:10]([Cl:26])[n:11][n:12][c:13]2[CH3:14])[cH:6][cH:7]1. Starting materials: B, CCO, CC(C)(C)C(=O)c1cncnc1-c1ccc(Cl)cc1, N. Product: CC(C)(C)C(O)c1cncnc1-c1ccc(Cl)cc1. Reaction SMILES: [BH3:21].[CH3:22][CH2:23][OH:24].[Cl:1][c:2]1[cH:3][cH:4][c:5](-[c:8]2[n:9][cH:10][n:11][cH:12][c:13]2[C:14]([C:15]([CH3:16])([CH3:17])[CH3:18])=[O:19])[cH:6][cH:7]1.[NH3:20]>>[Cl:1][c:2]1[cH:3][cH:4][c:5](-[c:8]2[n:9][cH:10][n:11][cH:12][c:13]2[CH:14]([C:15]([CH3:16])([CH3:17])[CH3:18])[OH:19])[cH:6][cH:7]1. The reactants are CC(=C)C#C (2-methyl-1-buten-3-yne), CC(C(=O)[O-])[C@@H]1C[C@@H](NCC1)C1=CC=C(C=C1)C(F)(F)F ((±)-Methyl{(2R*,4S*)-2-[4-(trifluoromethyl)phenyl]piperidin-4-yl}acetate), C(C1=CC=CC=C1)=O (benzaldehyde), O (water). Reagents/catalysts: [Au](Br)(Br)Br (gold (III) bromide). Run in CO (MeOH). Reaction conditions: temperature 70 celsius. Yields the product CC(C#C[C@@H](C1=CC=CC=C1)N1[C@H](C[C@H](CC1)CC(=O)O)C1=CC=C(C=C1)C(F)(F)F)=C ((±)-{(2R*,4S*)-1-[(1R*)-4-Methyl-1-phenylpent-4-en-2-yn-1-yl]-2-[4-(trifluoromethyl)phenyl]piperidin-4-yl}acetic acid). Yield: 9.5%. As a reaction SMILES: C[CH:2]([C@H:6]1[CH2:11][CH2:10][NH:9][C@@H:8]([C:12]2[CH:17]=[CH:16][C:15]([C:18]([F:21])([F:20])[F:19])=[CH:14][CH:13]=2)[CH2:7]1)[C:3]([O-:5])=[O:4].[CH:22](=O)[C:23]1[CH:28]=[CH:27][CH:26]=[CH:25][CH:24]=1.O.[CH3:31][C:32]([C:34]#[CH:35])=[CH2:33]>CO.[Au](Br)(Br)Br>[CH3:33][C:32](=[CH2:31])[C:34]#[C:35][C@H:22]([N:9]1[CH2:10][CH2:11][C@H:6]([CH2:2][C:3]([OH:5])=[O:4])[CH2:7][C@@H:8]1[C:12]1[CH:17]=[CH:16][C:15]([C:18]([F:20])([F:19])[F:21])=[CH:14][CH:13]=1)[C:23]1[CH:28]=[CH:27][CH:26]=[CH:25][CH:24]=1. Procedure details: (±)-Methyl{(2R*,4S*)-2-[4-(trifluoromethyl)phenyl]piperidin-4-yl}acetate (Example 3 Step 3, 150 mg, 0.5 mmol), benzaldehyde (159 mg, 1.5 mmol), gold (III) bromide (22 mg, 0.05 mmol) and water (0.5 ml) were combined in a sealed microwave tube. The mixture was de-gassed and placed under an N2-atmosphere before 2-methyl-1-buten-3-yne (99 mg, 1.5 mmol) was added via syringe, followed by heating to 70° C. using microwave irradiation for 20 min. The reaction mixture was diluted with MeOH and loaded on...